This data is from the Open Reaction Database (ORD), a public repository of structured organic reaction records. The task is: describe an organic reaction: reactants, conditions, products, and yield Starting materials: BrC=1C=C(OC1)/C=C/C(=O)O ((E)-3-(4-bromofuran-2-yl)acrylic acid), S(=O)(Cl)Cl (thionyl chloride). Solvent: ClC(Cl)Cl (trichloromethane), CN(C)C=O (DMF). Product: BrC=1C=C(OC1)/C=C/C(=O)Cl ((E)-3-(4-Bromofuran-2-yl)acryloyl chloride). The yield is 97.0%. Reaction SMILES: [Br:1][C:2]1[CH:3]=[C:4](/[CH:7]=[CH:8]/[C:9]([OH:11])=O)[O:5][CH:6]=1.S(Cl)([Cl:14])=O>ClC(Cl)Cl.CN(C=O)C>[Br:1][C:2]1[CH:3]=[C:4](/[CH:7]=[CH:8]/[C:9]([Cl:14])=[O:11])[O:5][CH:6]=1. Procedure: To a solution of (E)-3-(4-bromofuran-2-yl)acrylic acid (3.8 g, 17.51 mmol) in 35 mL of trichloromethane was added a solution of 2.6 mL of thionyl chloride in 200 μL of DMF. The reaction mixture was refluxed for 1 h and after cooling to room temperature concentrated to give 4 g (97% yield) of the title compound as light brown oil.